The task is: describe an organic reaction: reactants, conditions, products, and yield. This data is from the Open Reaction Database (ORD), a public repository of structured organic reaction records. The reactants are N(C(=O)C)C1=CC=C(C=C1)C=1N(C=C(C(=O)OC)C(C1)=O)C=1C=NC=CC1 (methyl 6-(4-acetaminophenyl)-1-(3-pyridyl)-4-oxo-1,4-dihydronicotinate), C(C)(=O)O (acetic acid). Solvent: CO (methanol), [OH-].[Na+] (sodium hydroxide). The product is NC1=CC=C(C=C1)C=1N(C=C(C(=O)O)C(C1)=O)C=1C=NC=CC1 (6-(4-aminophenyl)-1-(3-pyridyl)-4-oxo-1,4-dihydronicotinic acid). The yield is 80.4%. Reaction SMILES: [NH:1]([C:5]1[CH:10]=[CH:9][C:8]([C:11]2[N:12]([C:22]3[CH:23]=[N:24][CH:25]=[CH:26][CH:27]=3)[CH:13]=[C:14]([C:19](=[O:21])[CH:20]=2)[C:15]([O:17]C)=[O:16])=[CH:7][CH:6]=1)C(C)=O.C(O)(=O)C>CO.[OH-].[Na+]>[NH2:1][C:5]1[CH:10]=[CH:9][C:8]([C:11]2[N:12]([C:22]3[CH:23]=[N:24][CH:25]=[CH:26][CH:27]=3)[CH:13]=[C:14]([C:19](=[O:21])[CH:20]=2)[C:15]([OH:17])=[O:16])=[CH:7][CH:6]=1 |f:3.4|. Procedure details: In 3 ml of methanol and 5 ml of 10% by weight aqueous sodium hydroxide solution was dissolved 0.5 g of methyl 6-(4-acetaminophenyl)-1-(3-pyridyl)-4-oxo-1,4-dihydronicotinate, and they were reacted at 60° C. for 4 hours. After completion of the reaction, the reaction mixture was cooled to room temperature and adjusted to a pH of 6.0 with acetic acid, and the precipitated crystals were collected by filtration, washed with 10 ml of water, and then dried to obtain 0.34 g of 6-(4-aminophenyl)-1-(3-py... Starting materials: O.NN (hydrazine hydrate), ClC1=NC(=C(C=C1C(F)(F)F)Cl)OCC#C (2,5-dichloro-6-propargyloxy-3-trifluoromethylpyridine). Product: ClC=1C(=NC(=C(C1)C(F)(F)F)NN)OCC#C (3-Chloro-6-hydrazino-2-propargyloxy-5-trifluoromethylpyridine). RXN SMILES: O.[NH2:2][NH2:3].Cl[C:5]1[C:10]([C:11]([F:14])([F:13])[F:12])=[CH:9][C:8]([Cl:15])=[C:7]([O:16][CH2:17][C:18]#[CH:19])[N:6]=1>>[Cl:15][C:8]1[C:7]([O:16][CH2:17][C:18]#[CH:19])=[N:6][C:5]([NH:2][NH2:3])=[C:10]([C:11]([F:14])([F:13])[F:12])[CH:9]=1 |f:0.1|. Reported procedure: Starting from 7.8 g (0.155 mol) of hydrazine hydrate and 20 g (0.074 mol) of 2,5-dichloro-6-propargyloxy-3-trifluoromethylpyridine, 11.0 g (56% of theory) of the title compound were obtained as a colorless powder of m.p. 98°-102° C. (Table II, No. 2.036) under the conditions of Example III.4. Procedure: In a solution of 15.0 g of 3-(4-bromo-3-methylphenyl)-5-(3,5-dichlorophenyl)-5-trifluoromethyl-4,5-dihydroisoxazole in 60 ml of ethanol in an autoclave, 3.26 g of sodium acetate, 0.37 g of 1,1′-bis(diphenylphosphino) ferrocene and 0.08 g of palladium (II) acetate were added, and stirred under 2.0 MPa carbon monoxide atmosphere at 110° C. for 3 hours. After the completion of the reaction, the reaction mixture was left and cooled to room temperature, 200 ml of water was added and extracted with et... Reagents/catalysts: C1(=CC=CC=C1)P([C-]1C=CC=C1)C1=CC=CC=C1.[C-]1(C=CC=C1)P(C1=CC=CC=C1)C1=CC=CC=C1.[Fe+2] (1,1′-bis(diphenylphosphino) ferrocene), C(C)(=O)[O-].[Pd+2].C(C)(=O)[O-] (palladium (II) acetate). Reactants: BrC1=C(C=C(C=C1)C1=NOC(C1)(C(F)(F)F)C1=CC(=CC(=C1)Cl)Cl)C (3-(4-bromo-3-methylphenyl)-5-(3,5-dichlorophenyl)-5-trifluoromethyl-4,5-dihydroisoxazole), C(C)(=O)[O-].[Na+] (sodium acetate), C(C)O (ethanol), O (water), [C]=O (carbon monoxide). The product is C(C)OC(C1=C(C=C(C=C1)C1=NOC(C1)(C(F)(F)F)C1=CC(=CC(=C1)Cl)Cl)C)=O (4-[5-(3,5-dichlorophenyl)-5-trifluoromethyl-4,5-dihydroisoxazol-3-yl]-2-methylbenzoic acid ethyl ester). As a reaction SMILES: Br[C:2]1[CH:7]=[CH:6][C:5]([C:8]2[CH2:12][C:11]([C:17]3[CH:22]=[C:21]([Cl:23])[CH:20]=[C:19]([Cl:24])[CH:18]=3)([C:13]([F:16])([F:15])[F:14])[O:10][N:9]=2)=[CH:4][C:3]=1[CH3:25].[C:26]([O-:29])(=[O:28])C.[Na+].[C]=O.O.[CH2:34](O)[CH3:35]>C1(P(C2C=CC=CC=2)[C-]2C=CC=C2)C=CC=CC=1.[C-]1(P(C2C=CC=CC=2)C2C=CC=CC=2)C=CC=C1.[Fe+2].C([O-])(=O)C.[Pd+2].C([O-])(=O)C>[CH2:34]([O:29][C:26](=[O:28])[C:2]1[CH:7]=[CH:6][C:5]([C:8]2[CH2:12][C:11]([C:17]3[CH:18]=[C:19]([Cl:24])[CH:20]=[C:21]([Cl:23])[CH:22]=3)([C:13]([F:16])([F:15])[F:14])[O:10][N:9]=2)=[CH:4][C:3]=1[CH3:25])[CH3:35] |f:1.2,6.7.8,9.10.11,^3:30|. Starting materials: N1CCCCC1 (piperidine), COC(C1=C(C=C(C=C1)O)O)=O (2,4-dihydroxybenzoic acid methyl ester), Cl.ClCC=1C=NC=CC1 (3-chloromethylpyridine hydrochloride), C([O-])([O-])=O.[K+].[K+] (potassium carbonate). The solvent is CC(=O)C (acetone), CC(=O)C (acetone), O (water), O (water). Conditions: time 12 hour. Product: COC(C1=C(C=C(C=C1)OCC=1C=NC=CC1)O)=O (4-(3-pyridylmethyloxy)-2-hydroxybenzoic acid methyl ester). The yield is 31.1%. RXN SMILES: [CH3:1][O:2][C:3](=[O:12])[C:4]1[CH:9]=[CH:8][C:7]([OH:10])=[CH:6][C:5]=1[OH:11].Cl.Cl[CH2:15][C:16]1[CH:17]=[N:18][CH:19]=[CH:20][CH:21]=1.C(=O)([O-])[O-].[K+].[K+].N1CCCCC1>CC(C)=O.O>[CH3:1][O:2][C:3](=[O:12])[C:4]1[CH:9]=[CH:8][C:7]([O:10][CH2:15][C:16]2[CH:17]=[N:18][CH:19]=[CH:20][CH:21]=2)=[CH:6][C:5]=1[OH:11] |f:1.2,3.4.5|. Reported procedure: A mixture in acetone (40 mL) and water (10 mL) of 2,4-dihydroxybenzoic acid methyl ester (1.19 g, 7.08 mmol), prepared as in Example 240A, 3-chloromethylpyridine hydrochloride (2.32 g, 14.2 mmol) and potassium carbonate (2.44 g, 21.2 mmol) was stirred at reflux for 24 hours, then acetone (10 mL) and piperidine (1 g) were added and reflux was continued for 12 hours. The reaction mixture was cooled to ambient temperature, poured into water, and extracted with ethyl acetate (3×). The combined organ... Starting materials: CN(C)CCN, COC(=O)c1cc(O)cc(C(=O)OC)c1. Product: COC(=O)c1cc(O)cc(C(=O)NCCN(C)C)c1. RXN SMILES: [CH3:16][N:17]([CH2:18][CH2:19][NH2:20])[CH3:21].[OH:1][c:2]1[cH:3][c:4]([C:12](=[O:13])[O:14][CH3:15])[cH:5][c:6]([C:7]([O:9][CH3:8])=[O:10])[cH:11]1>>[OH:1][c:2]1[cH:3][c:4]([C:12](=[O:13])[O:14][CH3:15])[cH:5][c:6]([C:7](=[O:9])[NH:20][CH2:19][CH2:18][N:17]([CH3:16])[CH3:21])[cH:11]1. Reactants: BrC=1N=CC(=NC1)C(=O)N1CCN(CC1)C1=NC=C(C=C1C)C1CC1 ((5-bromopyrazin-2-yl) [4-(5-cyclopropyl-3-methylpyridin-2-yl)piperazin-1-yl]methanone), N1C(CCC1)=O (pyrrolidin-2-one). Product: C1(CC1)C=1C=C(C(=NC1)N1CCN(CC1)C(=O)C=1N=CC(=NC1)N1C(CCC1)=O)C (1-{5-[4-(5-cyclopropyl-3-methylpyridin-2-yl)piperazine-1-carbonyl]pyrazin-2-yl}pyrrolidin-2-one). Yield: 2.0%. Reaction SMILES: Br[C:2]1[N:3]=[CH:4][C:5]([C:8]([N:10]2[CH2:15][CH2:14][N:13]([C:16]3[C:21]([CH3:22])=[CH:20][C:19]([CH:23]4[CH2:25][CH2:24]4)=[CH:18][N:17]=3)[CH2:12][CH2:11]2)=[O:9])=[N:6][CH:7]=1.[NH:26]1[CH2:30][CH2:29][CH2:28][C:27]1=[O:31]>>[CH:23]1([C:19]2[CH:20]=[C:21]([CH3:22])[C:16]([N:13]3[CH2:14][CH2:15][N:10]([C:8]([C:5]4[N:6]=[CH:7][C:2]([N:26]5[CH2:30][CH2:29][CH2:28][C:27]5=[O:31])=[N:3][CH:4]=4)=[O:9])[CH2:11][CH2:12]3)=[N:17][CH:18]=2)[CH2:25][CH2:24]1. Procedure details: Using (5-bromopyrazin-2-yl) [4-(5-cyclopropyl-3-methylpyridin-2-yl)piperazin-1-yl]methanone (100 mg) described in Preparation Example 243 and pyrrolidin-2-one (25 mg) and by the reaction and treatment in the same manner as in Example 1, the title compound (2 mg) was obtained. The reactants are ClC1=NC=C(C(=N1)N)[N+](=O)[O-] (2-chloro-5-nitropyrimidin-4-amine), CN (methylamine), CN (methylamine). Run in O (water). Conditions: time 1 hour. The product is CNC1=NC=C(C(=N1)N)[N+](=O)[O-] (N2-methyl-5-nitropyrimidine-2,4-diamine). Reaction SMILES: Cl[C:2]1[N:7]=[C:6]([NH2:8])[C:5]([N+:9]([O-:11])=[O:10])=[CH:4][N:3]=1.[CH3:12][NH2:13]>O>[CH3:12][NH:13][C:2]1[N:7]=[C:6]([NH2:8])[C:5]([N+:9]([O-:11])=[O:10])=[CH:4][N:3]=1. Reported procedure: A mixture of 2-chloro-5-nitropyrimidin-4-amine (1.0 g, 5.8 mmol) and methylamine (2.0 M solution in THF, 14 mL, 28 mmol) was allowed to stir in a sealed vessel for 1 h. The mixture was then heated to 60 deg. C. for 30 min. The reaction was cooled to ambient temperature, and an additional amount of methylamine (2.0 M solution in THF, 8 mL, 16 mmol) was added and the reaction was sealed and heated to 60 deg. C. for 30 min. The reaction was cooled, diluted with water, and the precipitate was collec... Reactants: Clc1ccc2c(c1)C=Cc1cc(Br)ccc1CN2, O=C(Cl)C1CC1, CC(Cl)Cl, c1ccncc1. Yields the product O=C(C1CC1)N1Cc2ccc(Br)cc2C=Cc2cc(Cl)ccc21. RXN SMILES: [Br:1][c:2]1[cH:3][cH:4][c:5]2[c:6]([cH:18]1)[CH:7]=[CH:8][c:9]1[c:10]([cH:13][cH:14][c:15]([Cl:17])[cH:16]1)[NH:11][CH2:12]2.[CH:25]1([C:28](=[O:29])[Cl:30])[CH2:26][CH2:27]1.[Cl:31][CH:32]([Cl:33])[CH3:34].[cH:19]1[cH:20][cH:21][n:22][cH:23][cH:24]1>>[Br:1][c:2]1[cH:3][cH:4][c:5]2[c:6]([cH:18]1)[CH:7]=[CH:8][c:9]1[c:10]([cH:13][cH:14][c:15]([Cl:17])[cH:16]1)[N:11]([C:28]([CH:25]1[CH2:26][CH2:27]1)=[O:29])[CH2:12]2. The reactants are CS(=O)(=O)OC(C)C=1C(=NC=2N(CCCC2C1)C(NC1=NC=C(C(=C1)NCCOC)C#N)=O)C(OC)OC ((racemic) 1-(8-((5-cyano-4-((2-methoxyethyl)amino)pyridin-2-yl)carbamoyl)-2-(dimethoxymethyl)-5,6,7,8-tetrahydro-1,8-naphthyridin-3-yl)ethyl methanesulfonate), CS(=O)(=O)OC(C)C=1C(=NC=2N(CCCC2C1)C(NC1=NC=C(C(=C1)NCCOC)C#N)=O)C(OC)OC ((racemic) 1-(8-((5-cyano-4-((2-methoxyethyl)amino)pyridin-2-yl)carbamoyl)-2-(dimethoxymethyl)-5,6,7,8-tetrahydro-1,8-naphthyridin-3-yl)ethyl methanesulfonate), CN (methylamine). Solvent: C(Cl)Cl (DCM), CN(C)C=O (DMF), O (water), C(Cl)Cl (DCM). The product is C(#N)C=1C(=CC(=NC1)NC(=O)N1CCCC2=CC(=C(N=C12)C(OC)OC)C(C)NC)NCCOC ((racemic) N-(5-cyano-4-((2-methoxyethyl)amino)pyridin-2-yl)-7-(dimethoxymethyl)-6-(1-(methylamino)ethyl)-3,4-dihydro-1,8-naphthyridine-1(2H)-carboxamide). Reaction SMILES: CS(O[CH:6]([C:8]1[C:9]([CH:34]([O:37][CH3:38])[O:35][CH3:36])=[N:10][C:11]2[N:12]([C:18](=[O:33])[NH:19][C:20]3[CH:25]=[C:24]([NH:26][CH2:27][CH2:28][O:29][CH3:30])[C:23]([C:31]#[N:32])=[CH:22][N:21]=3)[CH2:13][CH2:14][CH2:15][C:16]=2[CH:17]=1)[CH3:7])(=O)=O.[CH3:39][NH2:40]>C(Cl)Cl.CN(C=O)C.O>[C:31]([C:23]1[C:24]([NH:26][CH2:27][CH2:28][O:29][CH3:30])=[CH:25][C:20]([NH:19][C:18]([N:12]2[C:11]3[C:16](=[CH:17][C:8]([CH:6]([NH:40][CH3:39])[CH3:7])=[C:9]([CH:34]([O:37][CH3:38])[O:35][CH3:36])[N:10]=3)[CH2:15][CH2:14][CH2:13]2)=[O:33])=[N:21][CH:22]=1)#[N:32]. Procedure: To a suspension of (racemic) 1-(8-((5-cyano-4-((2-methoxyethyl)amino)pyridin-2-yl)carbamoyl)-2-(dimethoxymethyl)-5,6,7,8-tetrahydro-1,8-naphthyridin-3-yl)ethyl methanesulfonate (intermediate 182, 231 mg, 0.421 mmol) in DCM (8 ml) and DMF (0.5 ml) at 0° C. was added methylamine (2M in THF, 3 mL, 6.00 mmol). The reaction mixture was allowed to warm to room temperature and continued to stir over night. The reaction mixture was diluted with water and DCM, phases were separated and the water phase wa...